From a dataset of the Open Reaction Database (ORD), a public repository of structured organic reaction records. describe an organic reaction: reactants, conditions, products, and yield Starting materials: CC(C)C(NC(=O)C(Cc1ccccc1)NC(=O)OC(C)(C)C)C(=O)NC(Cc1c[nH]c2ccccc12)C(=O)O, CC(=O)O, Cl, C1COCCO1. The product is Cl, CC(C)C(NC(=O)C(N)Cc1ccccc1)C(=O)NC(Cc1c[nH]c2ccccc12)C(=O)O. RXN SMILES: [C:1]([O:2][C:3](=[O:4])[NH:8][CH:9]([CH2:10][c:11]1[cH:12][cH:13][cH:14][cH:15][cH:16]1)[C:17](=[O:18])[NH:19][CH:20]([CH:21]([CH3:22])[CH3:23])[C:24](=[O:25])[NH:26][CH:27]([CH2:28][c:29]1[cH:30][nH:31][c:32]2[cH:33][cH:34][cH:35][cH:36][c:37]12)[C:38](=[O:39])[OH:40])([CH3:5])([CH3:6])[CH3:7].[CH3:41][C:42](=[O:43])[OH:44].[ClH:45].[O:46]1[CH2:47][CH2:48][O:49][CH2:50][CH2:51]1>>[ClH:45].[NH2:8][CH:9]([CH2:10][c:11]1[cH:12][cH:13][cH:14][cH:15][cH:16]1)[C:17](=[O:18])[NH:19][CH:20]([CH:21]([CH3:22])[CH3:23])[C:24](=[O:25])[NH:26][CH:27]([CH2:28][c:29]1[cH:30][nH:31][c:32]2[cH:33][cH:34][cH:35][cH:36][c:37]12)[C:38](=[O:39])[OH:40]. Reactants: C(C)(C)N(C(C)C)CC (N,N-diisopropylethylamine), CS(=O)C (dimethyl sulfoxide), ClC1=C(C=CC=C1Cl)S(=O)(=O)OC=1C=C(OCCCO)C=C(C1)C (3-[3-(2,3-dichlorophenylsulfonyloxy)-5-methylphenoxy]propanol). Solvent: ClCCl (dichloromethane). Conditions: time 1 hour. Yields the product ClC1=C(C=CC=C1Cl)S(=O)(=O)OC=1C=C(OCCC=O)C=C(C1)C (3-[3-(2,3-Dichlorophenylsulfonyloxy)-5-methylphenoxy]PROPIONALDEHYDE). Isolated yield 93.3%. Reaction SMILES: [Cl:1][C:2]1[C:7]([Cl:8])=[CH:6][CH:5]=[CH:4][C:3]=1[S:9]([O:12][C:13]1[CH:14]=[C:15]([CH:21]=[C:22]([CH3:24])[CH:23]=1)[O:16][CH2:17][CH2:18][CH2:19][OH:20])(=[O:11])=[O:10].C(N(CC)C(C)C)(C)C.CS(C)=O>ClCCl>[Cl:1][C:2]1[C:7]([Cl:8])=[CH:6][CH:5]=[CH:4][C:3]=1[S:9]([O:12][C:13]1[CH:14]=[C:15]([CH:21]=[C:22]([CH3:24])[CH:23]=1)[O:16][CH2:17][CH2:18][CH:19]=[O:20])(=[O:11])=[O:10]. Procedure: Sulfur trioxide pyridine complex (720 mg, 4.5 mmol) was added to a solution of 3-[3-(2,3-dichlorophenylsulfonyloxy)-5-methylphenoxy]propanol (580 mg, 1.5 mmol), as prepared in the preceding step, N,N-diisopropylethylamine (0.7 mL, 5.5 mmol) and anhydrous dimethyl sulfoxide (0.3 mL, 4.2 mmol) in dichloromethane (15 mL). The reaction mixture was stirred at ambient temperature for 1 hour and then quenched with 10% aqueous citric acid (50 mL). The mixture was extracted into dichloromethane (3×50 mL)... The reactants are C(=C)C1=C(C=CC=C1)C=C (divinylbenzene), C(C)C1=CC=CC=C1 (ethylbenzene), C(=C)C1=CC(=CC=C1)C=C (m-divinylbenzene), C(=C)C1=CC=C(C=C1)C=C (p-divinylbenzene), C(CCC)NCCCC (di-n-butylamine), C(CCC)[Li] (n-butyl lithium). Reaction conditions: temperature 50 celsius. The product is C(CCC)N(CCCC)CCC=CC1=CC=CC=C1 ((di-n-butylaminoethyl)styrene). Solvent: C1CCCCC1 (cyclohexane), CO (methanol). RXN SMILES: C([C:3]1[CH:8]=[CH:7][CH:6]=[CH:5][C:4]=1[CH:9]=[CH2:10])=C.C([C:13]1[CH:18]=[CH:17][CH:16]=CC=1)C.C(C1C=CC=C(C=C)C=1)=C.C(C1C=CC(C=C)=CC=1)=C.[CH2:39]([NH:43][CH2:44][CH2:45]CC)[CH2:40][CH2:41][CH3:42].C([Li])CCC>C1CCCCC1.CO>[CH2:39]([N:43]([CH2:44][CH2:45][CH:10]=[CH:9][C:4]1[CH:3]=[CH:8][CH:7]=[CH:6][CH:5]=1)[CH2:16][CH2:17][CH2:18][CH3:13])[CH2:40][CH2:41][CH3:42]. Procedure details: In 100 ml of cyclohexane was dissolved 65.0 g of divinylbenzene (a 55% ethylbenzene solution of a mixture of m-divinylbenzene and p-divinylbenzene) and after adding dropwise thereto an amine-amide complex composed of 64.5 g of di-n-butylamine and 25 mmoles of n-butyl lithium, the mixture was heated to 50° C. for 3 hours. To the reaction mixture was added 1 ml of methanol. After concentrating the mixture, 1 g of di-tert-butylcatechol was added to the residue, and then the resultant mixture was di... The reactants are COC1=CC=C(CNCCNC(=O)C=2SC=CC2NC2=C3C(=NC=C2)NC=C3)C=C1 (3-(1H-Pyrrolo[2,3-b]pyridin-4-ylamino)-thiophene-2-carboxylic acid [2-(4-methoxy-benzylamino)-ethyl]amide), FC1=C(C=O)C=CC=C1 (2-fluorobenzaldehyde). Product: FC1=C(CNCCNC(=O)C=2SC=CC2NC2=C3C(=NC=C2)NC=C3)C=CC=C1 (3-(1H-Pyrrolo[2,3-b]pyridin-4-ylamino)-thiophene-2-carboxylic acid [2-(2-fluoro-benzylamino)-ethyl]-amide). As a reaction SMILES: CO[C:3]1[CH:30]=[CH:29][C:6]([CH2:7][NH:8][CH2:9][CH2:10][NH:11][C:12]([C:14]2[S:15][CH:16]=[CH:17][C:18]=2[NH:19][C:20]2[CH:25]=[CH:24][N:23]=[C:22]3[NH:26][CH:27]=[CH:28][C:21]=23)=[O:13])=[CH:5][CH:4]=1.[F:31]C1C=CC=CC=1C=O>>[F:31][C:29]1[CH:30]=[CH:3][CH:4]=[CH:5][C:6]=1[CH2:7][NH:8][CH2:9][CH2:10][NH:11][C:12]([C:14]1[S:15][CH:16]=[CH:17][C:18]=1[NH:19][C:20]1[CH:25]=[CH:24][N:23]=[C:22]2[NH:26][CH:27]=[CH:28][C:21]=12)=[O:13]. Procedure details: This compound was prepared in an analogous manner as 3-(1H-Pyrrolo[2,3-b]pyridin-4-ylamino)-thiophene-2-carboxylic acid [2-(4-methoxy-benzylamino)-ethyl]amide using 2-fluorobenzaldehyde instead of 4-methoxy benzaldehyde. LCMS (ESI) 410 (M+H) 1H NMR (400 MHz, DMSO-d6) δ ppm 11.46-11.56 (1H, m) 10.26 (1H, s) 8.03 (1H, t, J=5.56 Hz) 7.99 (1H, d, J=5.47 Hz) 7.75 (1H, d, J=5.47 Hz) 7.44 (1H, d, J=5.47 Hz) 7.37-7.42 (1H, m) 7.26-7.30 (1H, m) 7.19-7.26 (1H, m) 7.05-7.12 (1H, m) 6.78 (1H, d, J=5.47 Hz) ...